This data is from the Open Reaction Database (ORD), a public repository of structured organic reaction records. The task is: describe an organic reaction: reactants, conditions, products, and yield The reactants are N1=C(C=CC=C1)C1=CN=CO1 (5-(2-pyridyl)oxazole), [Li]CCCC (n-BuLi), C[Si](C#CCCCCC(=O)Cl)(C)C (7-(trimethylsilyl)hept-6-ynoyl chloride). The reagents and catalysts are [Cu]I (CuI), [Cl-].[Cl-].[Zn+2] (ZnCl2). Run in C1CCOC1 (THF), C1CCOC1 (THF), hexanes, CCOC(=O)C (EtOAc). Conditions: temperature -78 celsius, time 20 minute. The product is EtOAc-hexanes, O=C(CCCCC#C[Si](C)(C)C)C=1OC(=CN1)C1=NC=CC=C1 (1-oxo-1-[5-(2-pyridyl)oxazol-2-yl]-7-(trimethylsilyl)hept-6-yne). The yield is 74.0%. Reaction SMILES: [N:1]1[CH:6]=[CH:5][CH:4]=[CH:3][C:2]=1[C:7]1[O:11][CH:10]=[N:9][CH:8]=1.[Li]CCCC.[CH3:17][Si:18]([CH3:29])([CH3:28])[C:19]#[C:20][CH2:21][CH2:22][CH2:23][CH2:24][C:25](Cl)=[O:26]>C1COCC1.CCOC(C)=O.[Cl-].[Cl-].[Zn+2].[Cu]I>[O:26]=[C:25]([C:10]1[O:11][C:7]([C:2]2[CH:3]=[CH:4][CH:5]=[CH:6][N:1]=2)=[CH:8][N:9]=1)[CH2:24][CH2:23][CH2:22][CH2:21][C:20]#[C:19][Si:18]([CH3:29])([CH3:17])[CH3:28] |f:5.6.7|. Procedure: A solution of 5-(2-pyridyl)oxazole (Saikachi, H.; Kitagawa, T.; et al. Chem. Pharm. Bull. 1969, 27, 793-796) (600 mg, 4.11 mmol) in anhydrous THF (15 mL) at −78° C. was treated dropwise with a solution of n-BuLi (2.2 M in hexanes, 2.4 mL, 4.52 mmol,) under N2 and the resulting solution was stirred at −78° C. for 20 min. A solution of ZnCl2 (0.5 M in THF, 18 mL, 8.22 mmol,) was added, and the mixture was warmed to 0° C. After stirring at 0° C. for 45 min, CuI (850 mg, 4.46 mmol) was added to the ... The reactants are [Cl-].[NH4+] (Ammonium chloride), FC1=C(C=C(CO)C=C1)[N+](=O)[O-] (4-fluoro-3-nitrobenzyl alcohol), C(C)(C)O (isopropanol). The reagents and catalysts are [Fe] (iron). The solvent is O (water). The product is NC=1C=C(C=CC1F)CO (3-Amino-4-fluorophenyl methanol), solid. Isolated yield 27.0%. As a reaction SMILES: [F:1][C:2]1[CH:9]=[CH:8][C:5]([CH2:6][OH:7])=[CH:4][C:3]=1[N+:10]([O-])=O.C(O)(C)C.[Cl-].[NH4+]>[Fe].O>[NH2:10][C:3]1[CH:4]=[C:5]([CH2:6][OH:7])[CH:8]=[CH:9][C:2]=1[F:1] |f:2.3|. Procedure details: A flask equipped with overhead stirrer was charged with 4-fluoro-3-nitrobenzyl alcohol (20 g, 0.117 mol) and 200 mL of 5:1 isopropanol: water. Ammonium chloride (62 g, 1.17 mol) was added followed by iron filings (65 g, .17 mol). The mixture was stirred at 70 C for 1.5 H when it was shown to be complete by LC-MS. The liquid was decanted and the solids were washed with additional isopropanol:water. The isopropanol was removed and the residue was diluted with 0.5 N HCl and was extracted with ethyl... The reactants are [H-].[Na+] (sodium hydride), C(C)(C)(C)OC(=O)N1[C@@H](C[C@H](C1)NS(=O)(=O)C1=CC=C(C=C1)Cl)C=O ((2S,4R)-1-t-butoxycarbonyl-4-(4-chlorophenylsulfonylamino)-2-formylpyrrolidine), [Br-].C(=O)(O)C(CCC[P+](C1=CC=CC=C1)(C1=CC=CC=C1)C1=CC=CC=C1)(C)C ((4-carboxy-4-methylpentyl)triphenylphosphonium bromide), [Na] (sodium). Run in CS(=O)C (dimethyl sulfoxide), CS(=O)C (dimethyl sulfoxide), O (water), CS(=O)C (dimethyl sulfoxide). Run at time 30 minute. Yields the product ClC1=CC=C(C=C1)S(=O)(=O)NC1CCNC1 (4-(4-chlorophenylsulfonylamino)pyrrolidine). As a reaction SMILES: [Br-].C(C(C)(C)CCC[P+](C1C=CC=CC=1)(C1C=CC=CC=1)C1C=CC=CC=1)(O)=O.[Na].[H-].[Na+].C(OC([N:40]1[CH2:44][C@H:43]([NH:45][S:46]([C:49]2[CH:54]=[CH:53][C:52]([Cl:55])=[CH:51][CH:50]=2)(=[O:48])=[O:47])[CH2:42][C@H:41]1C=O)=O)(C)(C)C>CS(C)=O.O>[Cl:55][C:52]1[CH:51]=[CH:50][C:49]([S:46]([NH:45][CH:43]2[CH2:44][NH:40][CH2:41][CH2:42]2)(=[O:48])=[O:47])=[CH:54][CH:53]=1 |f:0.1,3.4,^1:29|. Procedure: To a solution of (4-carboxy-4-methylpentyl)triphenylphosphonium bromide (3.83 g) in dimethyl sulfoxide (21 ml) was added sodium methylsulfinylmethide [19.5 m mol, prepared from sodium hydride (468 mg) and dimethyl sulfoxide (17 ml)]and the solution was stirred at room temperature for 30 minutes. To the resulting solution was added (2S,4R)-1-t-butoxycarbonyl-4-(4-chlorophenylsulfonylamino)-2-formylpyrrolidine (1.0 g) in dimethyl sulfoxide (3.0 ml) and the mixture was stirred at room temperature f... Reactants: CC(C)(C)OC(=O)N1CCOc2c(Br)cccc2C1, COCCOC, OB(O)C1CC1, [Na+], [Na+], O=C([O-])[O-], O, c1ccc(P(c2ccccc2)(c2ccccc2)[Pd](P(c2ccccc2)(c2ccccc2)c2ccccc2)(P(c2ccccc2)(c2ccccc2)c2ccccc2)P(c2ccccc2)(c2ccccc2)c2ccccc2)cc1. Yields the product CC(C)(C)OC(=O)N1CCOc2c(cccc2C2CC2)C1. As a reaction SMILES: [Br:1][c:2]1[cH:3][cH:4][cH:5][c:6]2[c:12]1[O:11][CH2:10][CH2:9][N:8]([C:13](=[O:14])[O:15][C:16]([CH3:17])([CH3:18])[CH3:19])[CH2:7]2.[CH2:33]([CH2:34][O:35][CH3:36])[O:37][CH3:38].[CH:20]1([B:23]([OH:24])[OH:25])[CH2:21][CH2:22]1.[Na+:26].[Na+:27].[O-:28][C:29](=[O:30])[O-:31].[OH2:32].[cH:39]1[cH:40][cH:41][c:42]([P:43]([Pd:44]([P:45]([c:46]2[cH:47][cH:48][cH:49][cH:50][cH:51]2)([c:52]2[cH:53][cH:54][cH:55][cH:56][cH:57]2)[c:58]2[cH:59][cH:60][cH:61][cH:62][cH:63]2)([P:64]([c:65]2[cH:66][cH:67][cH:68][cH:69][cH:70]2)([c:71]2[cH:72][cH:73][cH:74][cH:75][cH:76]2)[c:77]2[cH:78][cH:79][cH:80][cH:81][cH:82]2)[P:83]([c:84]2[cH:85][cH:86][cH:87][cH:88][cH:89]2)([c:90]2[cH:91][cH:92][cH:93][cH:94][cH:95]2)[c:96]2[cH:97][cH:98][cH:99][cH:100][cH:101]2)([c:102]2[cH:103][cH:104][cH:105][cH:106][cH:107]2)[c:108]2[cH:109][cH:110][cH:111][cH:112][cH:113]2)[cH:114][cH:115]1>>[c:2]1([CH:20]2[CH2:21][CH2:22]2)[cH:3][cH:4][cH:5][c:6]2[c:12]1[O:11][CH2:10][CH2:9][N:8]([C:13](=[O:14])[O:15][C:16]([CH3:17])([CH3:18])[CH3:19])[CH2:7]2. The reactants are O=C(n1ccnc1)n1ccnc1, CC1CN(Cc2ccccc2)CC1C(=O)O, NC1CC1, ClCCl. Product: CC1CN(Cc2ccccc2)CC1C(=O)NC1CC1. RXN SMILES: [C:17]([n:18]1[cH:19][cH:20][n:21][cH:22]1)([n:23]1[cH:24][cH:25][n:26][cH:27]1)=[O:28].[CH2:1]([c:2]1[cH:3][cH:4][cH:5][cH:6][cH:7]1)[N:8]1[CH2:9][CH:10]([C:14](=[O:15])[OH:16])[CH:11]([CH3:13])[CH2:12]1.[CH:29]1([NH2:32])[CH2:30][CH2:31]1.[Cl:33][CH2:34][Cl:35]>>[CH2:1]([c:2]1[cH:3][cH:4][cH:5][cH:6][cH:7]1)[N:8]1[CH2:9][CH:10]([C:14](=[O:16])[NH:32][CH:29]2[CH2:30][CH2:31]2)[CH:11]([CH3:13])[CH2:12]1. Reactants: FC=1C=C(C=O)C=C(C1)NCC1=CC=C(C=C1)OC (3-Fluoro-5-(4-methoxy-benzylamino)-benzaldehyde), [BH4-].[Na+] (Sodium borohydride). Solvent: C(C)O (ethanol), CO (methanol), [Cl-].[NH4+] (ammonium chloride). Run at time 1 hour. Yields the product FC=1C=C(C=C(C1)NCC1=CC=C(C=C1)OC)CO ([3-fluoro-5-(4-methoxy-benzylamino)-phenyl]-methanol). Isolated yield 39.0%. As a reaction SMILES: [F:1][C:2]1[CH:3]=[C:4]([CH:7]=[C:8]([NH:10][CH2:11][C:12]2[CH:17]=[CH:16][C:15]([O:18][CH3:19])=[CH:14][CH:13]=2)[CH:9]=1)[CH:5]=[O:6].[BH4-].[Na+]>C(O)C.CO.[Cl-].[NH4+]>[F:1][C:2]1[CH:3]=[C:4]([CH2:5][OH:6])[CH:7]=[C:8]([NH:10][CH2:11][C:12]2[CH:13]=[CH:14][C:15]([O:18][CH3:19])=[CH:16][CH:17]=2)[CH:9]=1 |f:1.2,5.6|. Procedure: 3-Fluoro-5-(4-methoxy-benzylamino)-benzaldehyde (crude product) was dissolved in anhydrous ethanol (40 ml) and cooled in an ice bath. Sodium borohydride (800 mg, 21 mmol) was then added with stirring. After 1 hr., the mixture was diluted with methanol and excess ammonium chloride was added. After stirring for 1 hr. at room temperature, the mixture was evaporated in vacuo and coevaporated with methanol several times. The residue was purified by silica gel column chromatography (eluent, EA: hexane... The reactants are F[C@H]1[C@@H](O[C@@H]([C@H]1O)C)N1C(=O)NC(=O)C=C1 (2′,5′-Dideoxy-2′-fluorouridine), ClC1=CC2=C(N=CN2)C=C1Cl (5,6-Dichlorobenzimidazole). Run in 50, C(CC(O)(C(=O)[O-])CC(=O)[O-])(=O)[O-] (citrate). Reaction conditions: temperature 80 celsius, time 27 day. Yields the product ClC1=CC2=C(N(C=N2)[C@H]2[C@@H]([C@H](O)[C@H](O2)C)F)C=C1Cl (5,6-Dichloro-1-(2,5-dideoxy-2-fluoro-beta-D-ribofuranosyl)-benzimidazole). RXN SMILES: [F:1][C@@H:2]1[C@H:6]([OH:7])[C@@H:5]([CH3:8])[O:4][C@H:3]1N1C=CC(=O)NC1=O.[Cl:17][C:18]1[C:26]([Cl:27])=[CH:25][C:21]2[N:22]=[CH:23][NH:24][C:20]=2[CH:19]=1>C([O-])(=O)CC(CC([O-])=O)(C([O-])=O)O>[Cl:27][C:26]1[C:18]([Cl:17])=[CH:19][C:20]2[N:24]([C@@H:3]3[O:4][C@H:5]([CH3:8])[C@@H:6]([OH:7])[C@H:2]3[F:1])[CH:23]=[N:22][C:21]=2[CH:25]=1. Procedure details: 2′,5′-Dideoxy-2′-fluorouridine (1.1 g, 4.8 mmoles) was dissolved in 950 mL of 50 mmoler pH 6.0 citrate buffer. 5,6-Dichlorobenzimidazole (Townsend and Revankar, Chem. Rev. 1970, 70:389) (0.53 g, 2.9 mmoles) was added followed by 71,250 units of N-deoxyribofuranosyl transferase (Freeman, et.al, Bioorg. & Med. Chem. 1995, 3(4):447-58). The reaction was placed in a 50° C. water bath and gently shaken for 27 days. The enzyme was precipitated by heating to 80° C. then cooling to room temperature. Cel...